From a dataset of the Open Reaction Database (ORD), a public repository of structured organic reaction records. describe an organic reaction: reactants, conditions, products, and yield The reactants are C(C)OC1=CC2=C(C(=N[C@@H]3CCN(C[C@H]23)C)C2=CC=C(C(=O)O)C=C2)C=C1OC (4-((4aR,10bS)-9-ethoxy-8-methoxy-2-methyl-1,2,3,4,4a,10b-hexahydro-benzo[c][1,6]naphthyridin-6-yl)benzoic acid), C(C1=CC=CC=C1)OC[C@H](CC(C)C)NC (N—((S)-1-benzyloxymethyl-3-methyl-butyl)-N-methyl-amine). Yields the product C(C1=CC=CC=C1)OC[C@H](CC(C)C)N(C(C1=CC=C(C=C1)C1=N[C@@H]2CCN(C[C@@H]2C2=C1C=C(C(=C2)OCC)OC)C)=O)C (N—((S)-1-Benzyloxymethyl-3-methyl-butyl)-4-((4aR,10bS)-9-ethoxy-8-methoxy-2-methyl-1,2,3,4,4a,10b-hexahydro-benzo[c][1,6]naphthyridin-6-yl)-N-methyl-benzamide). RXN SMILES: [CH2:1]([O:3][C:4]1[C:27]([O:28][CH3:29])=[CH:26][C:7]2[C:8]([C:17]3[CH:25]=[CH:24][C:20]([C:21]([OH:23])=O)=[CH:19][CH:18]=3)=[N:9][C@H:10]3[C@@H:15]([C:6]=2[CH:5]=1)[CH2:14][N:13]([CH3:16])[CH2:12][CH2:11]3)[CH3:2].[CH2:30]([O:37][CH2:38][C@@H:39]([NH:44][CH3:45])[CH2:40][CH:41]([CH3:43])[CH3:42])[C:31]1[CH:36]=[CH:35][CH:34]=[CH:33][CH:32]=1>>[CH2:30]([O:37][CH2:38][C@@H:39]([N:44]([CH3:45])[C:21](=[O:23])[C:20]1[CH:19]=[CH:18][C:17]([C:8]2[C:7]3[CH:26]=[C:27]([O:28][CH3:29])[C:4]([O:3][CH2:1][CH3:2])=[CH:5][C:6]=3[C@@H:15]3[C@@H:10]([CH2:11][CH2:12][N:13]([CH3:16])[CH2:14]3)[N:9]=2)=[CH:25][CH:24]=1)[CH2:40][CH:41]([CH3:42])[CH3:43])[C:31]1[CH:36]=[CH:35][CH:34]=[CH:33][CH:32]=1. Procedure details: Prepared from 4-((4aR,10bS)-9-ethoxy-8-methoxy-2-methyl-1,2,3,4,4a,10b-hexahydro-benzo[c][1,6]naphthyridin-6-yl)benzoic acid and N—((S)-1-benzyloxymethyl-3-methyl-butyl)-N-methyl-amine as described for example 1. The reactants are BrC=C(C)C1=CC(=CC(=C1)Cl)Cl (1-(1-Bromoprop-1-en-2-yl)-3,5-dichlorobenzene), ClC1=CC=2C3=C(NC2C=C1)CCN(C3)C (8-Chloro-2-methyl-2,3,4,5-tetrahydro-1H-pyrido[4,3-b]indole), N1[C@H](C(=O)O)CCC1 (L-proline), P(=O)([O-])([O-])[O-].[K+].[K+].[K+] (potassium phosphate). Reagents/catalysts: [Cu]I (Copper (I) iodide). Solvent: CN(C)C=O (DMF). Run at time 10 minute. The product is ClC1=CC=2C3=C(N(C2C=C1)\C=C(/C)\C1=CC(=CC(=C1)Cl)Cl)CCN(C3)C ((E)-8-chloro-5-(2-(3,5-dichlorophenyl)prop-1-enyl)-2-methyl-2,3,4,5-tetrahydro-1H-pyrido[4,3-b]indole). As a reaction SMILES: [Cl:1][C:2]1[CH:10]=[CH:9][C:8]2[NH:7][C:6]3[CH2:11][CH2:12][N:13]([CH3:15])[CH2:14][C:5]=3[C:4]=2[CH:3]=1.N1CCC[C@H]1C(O)=O.P([O-])([O-])([O-])=O.[K+].[K+].[K+].Br[CH:33]=[C:34]([C:36]1[CH:41]=[C:40]([Cl:42])[CH:39]=[C:38]([Cl:43])[CH:37]=1)[CH3:35]>CN(C=O)C.[Cu]I>[Cl:1][C:2]1[CH:10]=[CH:9][C:8]2[N:7](/[CH:33]=[C:34](/[C:36]3[CH:37]=[C:38]([Cl:43])[CH:39]=[C:40]([Cl:42])[CH:41]=3)\[CH3:35])[C:6]3[CH2:11][CH2:12][N:13]([CH3:15])[CH2:14][C:5]=3[C:4]=2[CH:3]=1 |f:2.3.4.5|. Procedure: 8-Chloro-2-methyl-2,3,4,5-tetrahydro-1H-pyrido[4,3-b]indole (220 mg, 1 mmol) was dissolved in DMF. Copper (I) iodide (19 mg, 0.1 mmol), L-proline (23 mg, 0.2 mmol) and potassium phosphate (424 mg, 2 mmol) were added and the reaction mixture was stirred for 10 min. at RT. 1-(1-Bromoprop-1-en-2-yl)-3,5-dichlorobenzene (318 mg, 1.2 mmol) was added dropwise and the reaction mixture was purged with nitrogen. The reaction mixture was heated overnight at 85° C. (prolonged heating in some cases was requ... Reactants: c1ccc2c(c1)CSC2, CCO, O. Yields the product O=S1(=O)Cc2ccccc2C1. As a reaction SMILES: [CH2:1]1[S:2][CH2:3][c:4]2[c:5]1[cH:6][cH:7][cH:8][cH:9]2.[CH3:10][CH2:11][OH:12].[OH2:13]>>[CH2:1]1[S:2](=[O:12])(=[O:13])[CH2:3][c:4]2[c:5]1[cH:6][cH:7][cH:8][cH:9]2. Starting materials: CSC=1N=CC2=C(N1)C(=C(S2)C(=O)OC)OS(=O)(=O)C(F)(F)F (methyl 2-(methylsulfanyl)-7-{[(trifluoromethyl)sulfonyl]oxy}thieno[3,2-d]pyrimidine-6-carboxylate), FC1=CC=C(C=C1)B(O)O (4-fluorophenylboronic acid), CC(C)(C)N=P(N1CCCC1)(N2CCCC2)N3CCCC3 (BTPP), ClCCl (dichloromethane). The reagents and catalysts are Cl[Pd]Cl (dichloropalladium). Run in O1CCOCC1 (dioxane). Conditions: temperature 120 celsius. Product: FC1=CC=C(C=C1)C1=C(SC2=C1N=C(N=C2)SC)C(=O)OC (methyl 7-(4-fluorophenyl)-2-(methylsulfanyl)thieno[3,2-d]pyrimidine-6-carboxylate). Isolated yield 78.4%. Reaction SMILES: [CH3:1][S:2][C:3]1[N:4]=[CH:5][C:6]2[S:11][C:10]([C:12]([O:14][CH3:15])=[O:13])=[C:9](OS(C(F)(F)F)(=O)=O)[C:7]=2[N:8]=1.[F:24][C:25]1[CH:30]=[CH:29][C:28](B(O)O)=[CH:27][CH:26]=1.CC(N=P(N1CCCC1)(N1CCCC1)N1CCCC1)(C)C.ClCCl>O1CCOCC1.Cl[Pd]Cl>[F:24][C:25]1[CH:30]=[CH:29][C:28]([C:9]2[C:7]3[N:8]=[C:3]([S:2][CH3:1])[N:4]=[CH:5][C:6]=3[S:11][C:10]=2[C:12]([O:14][CH3:15])=[O:13])=[CH:27][CH:26]=1. Reported procedure: A mixture of 200 mg of methyl 2-(methylsulfanyl)-7-{[(trifluoromethyl)sulfonyl]oxy}thieno[3,2-d]pyrimidine-6-carboxylate 4 (example 1), 216 mg of 4-fluorophenylboronic acid, 19 mg of dichloropalladium (dppf) and 322 mg of BTPP in 2.5 ml of dioxane under argon is microwave-heated at 120° C. in a sealed tube for 1 h. The medium is taken up with dichloromethane and filtered. The organic phase is washed three times with water, then dried over magnesium sulfate, filtered, and then concentrated under ... Starting materials: C1=CC(=CC=C1/C=C/C(=O)O)O (coumaric acid), CO (MeOH). The product is COC(\C=C\C1=CC=C(C=C1)O)=O (coumaric acid methyl ester). Reaction SMILES: [CH:1]1[C:6](/[CH:7]=[CH:8]/[C:9]([OH:11])=[O:10])=[CH:5][CH:4]=[C:3]([OH:12])[CH:2]=1.[CH3:13]O>>[CH3:13][O:10][C:9](=[O:11])/[CH:8]=[CH:7]/[C:6]1[CH:5]=[CH:4][C:3]([OH:12])=[CH:2][CH:1]=1. Procedure details: Similarly, the monolalkylated derivative of m- or p-coumaric acid can be produced by esterifying coumaric acid in MeOH to produce coumaric acid methyl ester, which is then reacted with an alkylating agent to produce a mono-alkylated intermediate. This intermediate is subsequently hydrolyzed under basic conditions to produce the corresponding alkylated derivative of m- or p-coumaric acid. Starting materials: O=[N+]([O-])c1ccc(Oc2ccc(N=C=S)cc2)cc1, CN(C)C=O, O, O=C(O)CCS. Yields the product O=C(O)CCSC(=S)Nc1ccc(Oc2ccc([N+](=O)[O-])cc2)cc1. Reaction SMILES: [N+:1](=[O:2])([O-:3])[c:4]1[cH:5][cH:6][c:7]([O:10][c:11]2[cH:12][cH:13][c:14]([N:17]=[C:18]=[S:19])[cH:15][cH:16]2)[cH:8][cH:9]1.[O:27]=[CH:28][N:29]([CH3:30])[CH3:31].[OH2:26].[SH:20][CH2:21][CH2:22][C:23](=[O:24])[OH:25]>>[N+:1](=[O:2])([O-:3])[c:4]1[cH:5][cH:6][c:7]([O:10][c:11]2[cH:12][cH:13][c:14]([NH:17][C:18](=[S:19])[S:20][CH2:21][CH2:22][C:23](=[O:24])[OH:25])[cH:15][cH:16]2)[cH:8][cH:9]1. The reactants are C(CC)N (n-propylamine), FC(C(=O)OCC)C(=O)C (ethyl 2-fluoroacetoacetat). Run at time 2 hour. The product is FC(C(=O)NCCC)C(C)=O (2-Fluoro-3-oxo-N-propylbutanamide). Reaction SMILES: [CH2:1]([NH2:4])[CH2:2][CH3:3].[F:5][CH:6]([C:12]([CH3:14])=[O:13])[C:7]([O:9]CC)=O>>[F:5][CH:6]([C:12](=[O:13])[CH3:14])[C:7]([NH:4][CH2:1][CH2:2][CH3:3])=[O:9]. Procedure: 0.8 mol (65.8 ml) of n-propylamine were added dropwise within 0.5 h to 0.2 mol (25 ml) of ethyl 2-fluoroacetoacetat. The reaction mixture was heated and then held for 2 h at 60° C. Then it was evaporated to dryness, dissolved in 50 ml water and 60 ml ethanol and adjusted with 32% HCl to pH 3. It was again evaporated, dissolved in 300 ml ethyl acetate, filtered and again evaporated to dryness. 17 g of crude product was chromatographed over 800 g silica gel with ethyl acetate/hexane 1/1. After dry...